Dataset: the Open Reaction Database (ORD), a public repository of structured organic reaction records. Task: describe an organic reaction: reactants, conditions, products, and yield Reactants: [Br-].[Na+] (Sodium bromide), CC=1C(OC(=C(C1OCOC)C)COS(=O)(=O)C)=O (3,5-dimethyl-4-methoxymethoxy-6-(methylsulfonyloxy)methyl-2H-pyran-2-one). Solvent: CN(C)C=O (DMF). Conditions: time 1 hour. The product is BrCC1=C(C(=C(C(O1)=O)C)OCOC)C (6-bromomethyl-3,5-dimethyl-4-methoxymethoxy-2H-pyran-2-one). As a reaction SMILES: [Br-:1].[Na+].[CH3:3][C:4]1[C:5](=[O:21])[O:6][C:7]([CH2:15]OS(C)(=O)=O)=[C:8]([CH3:14])[C:9]=1[O:10][CH2:11][O:12][CH3:13]>CN(C=O)C>[Br:1][CH2:15][C:7]1[O:6][C:5](=[O:21])[C:4]([CH3:3])=[C:9]([O:10][CH2:11][O:12][CH3:13])[C:8]=1[CH3:14] |f:0.1|. Reported procedure: Sodium bromide (500 mg) was added to a solution of 3,5-dimethyl-4-methoxymethoxy-6-(methylsulfonyloxy)methyl-2H-pyran-2-one (1.35 g) in DMF (20 ml), and after the stirring the mixture at room temperature for one hour, the reaction solution was concentrated under reduced pressure. Water was added to the residue, extraction was performed with AcOEt, and the organic layer was dried with Na2SO4 and then filtered and concentrated. The residue was purified by silica gel column chromatography (n-hexane... The reactants are S(=O)([O-])S(=O)[O-].[Na+].[Na+] (sodium hydrosulfite), ClC=1C=CC(=NC1)NC(C1=C(C(=CC=C1)OC)[N+](=O)[O-])=O (N-(5-chloropyridin-2-yl)-2-nitro-3-methoxybenzamide), O1CCCC1 (Tetrahydrofuran), C([O-])([O-])=O.[K+].[K+] (potassium carbonate). Solvent: O (water), O1CCOCC1 (1,4-dioxane). Run at time 16 hour. Product: ClC=1C=CC(=NC1)NC(C1=C(C(=CC=C1)OC)N)=O (N-(5-chloropyridin-2-yl)-2-amino-3-methoxybenzamide). Isolated yield 88.8%. Reaction SMILES: S(S([O-])=O)([O-])=O.[Na+].[Na+].[Cl:9][C:10]1[CH:11]=[CH:12][C:13]([NH:16][C:17](=[O:29])[C:18]2[CH:23]=[CH:22][CH:21]=[C:20]([O:24][CH3:25])[C:19]=2[N+:26]([O-])=O)=[N:14][CH:15]=1.O1CCCC1.C(=O)([O-])[O-].[K+].[K+]>O.O1CCOCC1>[Cl:9][C:10]1[CH:11]=[CH:12][C:13]([NH:16][C:17](=[O:29])[C:18]2[CH:23]=[CH:22][CH:21]=[C:20]([O:24][CH3:25])[C:19]=2[NH2:26])=[N:14][CH:15]=1 |f:0.1.2,5.6.7|. Reported procedure: To a solution of sodium hydrosulfite (300 g, 1.7 mol) in water (4 L) was added N-(5-chloropyridin-2-yl)-2-nitro-3-methoxybenzamide (140 g, 0.45 mol). Tetrahydrofuran (2 L) and 1,4-dioxane (2 L) were added and the resulting mixture stirred at ambient temperature. After 16 hours, the solution was made basic by addition of potassium carbonate and the phases separated. The organic phase was concentrated of all volatiles in vacuo to give an off-white solid. The solid was washed with water, filtered, ... Starting materials: C(=O)(OC)C=1OC2=C(C(C1)=O)C=CC(=C2)S (2-Carbomethoxy-7-mercapto-4-oxo-4H-1-benzopyran), O (water), [BH4-].[Na+] (NaBH4), CC(=O)C (Acetone). The solvent is CO (methanol). Run at time 2 hour. The product is OCC=1OC2=C(C(C1)=O)C=CC(=C2)S (2-Hydroxymethyl-7-mercapto-4-oxo-4H-1-benzopyran). RXN SMILES: [C:1]([C:5]1[O:6][C:7]2[CH:15]=[C:14]([SH:16])[CH:13]=[CH:12][C:8]=2[C:9](=[O:11])[CH:10]=1)(OC)=[O:2].O.[BH4-].[Na+].CC(C)=O>CO>[OH:2][CH2:1][C:5]1[O:6][C:7]2[CH:15]=[C:14]([SH:16])[CH:13]=[CH:12][C:8]=2[C:9](=[O:11])[CH:10]=1 |f:2.3|. Reported procedure: The ester from Step 4 (3.0 g) in suspension in methanol (20 ml) and water (40 ml) at 0° was stirred vigorously during the portionwise addition of NaBH4 (1.8 g). The mixture was stirred for 2 hours at 5°. Acetone (1 ml) was added followed by acidification with 1N HCl and extraction with methanolchloroform (1:9, 3×50 ml). The combined extracts were dried (Na2SO4), reduced to dryness in vacuo and the residue was recrystallized from methanolethyl acetate to provide the title compound, m.p. 139°-140°... Starting materials: COC(=O)CC(CC(=O)C=Cc1ccc(Cl)cc1Cl)O[Si](C)(C)C(C)(C)C, F. The product is COC(=O)CC(O)CC(=O)C=Cc1ccc(Cl)cc1Cl. RXN SMILES: [C:1]([Si:2]([CH3:3])([CH3:4])[O:6][CH:7]([CH2:8][C:9](=[O:10])[O:11][CH3:12])[CH2:13][C:14]([CH:15]=[CH:16][c:17]1[c:18]([Cl:24])[cH:19][c:20]([Cl:23])[cH:21][cH:22]1)=[O:25])([CH3:5])([CH3:26])[CH3:27].[FH:28]>>[OH:6][CH:7]([CH2:8][C:9](=[O:10])[O:11][CH3:12])[CH2:13][C:14]([CH:15]=[CH:16][c:17]1[c:18]([Cl:24])[cH:19][c:20]([Cl:23])[cH:21][cH:22]1)=[O:25]. The product is NCC1=CC=C(OCCCN(C)C)C=C1 (3-(4-(aminomethyl)phenoxy)-N,N-dimethylpropan-1-amine). Procedure: 4-(3-(Dimethylamino)propoxy)benzonitrile (300 mg) in methanol (20 mL) was treated with Raney nickel (wet, 1.5 g) under H2 (30 psi) for 4 hour. The insoluble material was filtered off and the filtrate was concentrated to provide the title compound. RXN SMILES: [CH3:1][N:2]([CH3:15])[CH2:3][CH2:4][CH2:5][O:6][C:7]1[CH:14]=[CH:13][C:10]([C:11]#[N:12])=[CH:9][CH:8]=1>CO.[Ni]>[NH2:12][CH2:11][C:10]1[CH:9]=[CH:8][C:7]([O:6][CH2:5][CH2:4][CH2:3][N:2]([CH3:1])[CH3:15])=[CH:14][CH:13]=1. Run in CO (methanol). Reagents/catalysts: [Ni] (Raney nickel). Starting materials: CN(CCCOC1=CC=C(C#N)C=C1)C (4-(3-(Dimethylamino)propoxy)benzonitrile).